From a dataset of the Open Reaction Database (ORD), a public repository of structured organic reaction records. describe an organic reaction: reactants, conditions, products, and yield Reactants: ClCC1(NC(OC1)=O)C (4-(chloromethyl)-4-methyloxazolidin-2-one), N1CCCC1 (pyrrolidine), [I-].[Na+] (sodium iodide), CO (MeOH). Run in C1CCOC1 (THF), C(Cl)Cl (CH2Cl2). Reaction conditions: temperature 85 celsius. Product: CC1(NC(OC1)=O)CN1CCCC1 (4-Methyl-4-(pyrrolidin-1-ylmethyl)oxazolidin-2-one). Yield: 35.1%. Reaction SMILES: Cl[CH2:2][C:3]1([CH3:9])[CH2:7][O:6][C:5](=[O:8])[NH:4]1.[NH:10]1[CH2:14][CH2:13][CH2:12][CH2:11]1.[I-].[Na+].CO>C1COCC1.C(Cl)Cl>[CH3:9][C:3]1([CH2:2][N:10]2[CH2:14][CH2:13][CH2:12][CH2:11]2)[CH2:7][O:6][C:5](=[O:8])[NH:4]1 |f:2.3|. Procedure: To a solution of 4-(chloromethyl)-4-methyloxazolidin-2-one (1.41 g, 9.43 mmol) in THF (40 ml) was added pyrrolidine (5.0 ml, 61 mmol) and sodium iodide (1.03 g, 6.87 mmol). The solution was sealed, heated to 85° C. for 24 h, cooled to RT, filtered, and concentrated in vacuo. Flash chromatography (2%→12% MeOH in CH2Cl2) afforded the oxazolidinone (609.8 mg, 3.31 mmol, 35%) as a brown oil which solidified upon standing. The dihydrooxazole was isolated in roughly 75% purity (1.8 g crude yield) and ...